This data is from the Open Reaction Database (ORD), a public repository of structured organic reaction records. The task is: describe an organic reaction: reactants, conditions, products, and yield Starting materials: COC1=CC=C(C=C1)OC (1,4-dimethoxybenzene), C(C)(=O)Cl (acetyl chloride), [Cl-].[Al+3].[Cl-].[Cl-] (aluminum chloride), C(CC=1C(O)=CC=C(O)C1)(=O)O (homogentisic acid). Yields the product CC(=O)C1=C(C=CC(=C1)OC)OC (2,5-dimethoxyacetophenone). RXN SMILES: C(O)(=O)C[C:3]1[C:4](=CC=C(C=1)O)[OH:5].[CH3:13][O:14][C:15]1[CH:20]=[CH:19][C:18]([O:21][CH3:22])=[CH:17][CH:16]=1.C(Cl)(=O)C.[Cl-].[Al+3].[Cl-].[Cl-]>>[CH3:3][C:4]([C:19]1[CH:20]=[C:15]([O:14][CH3:13])[CH:16]=[CH:17][C:18]=1[O:21][CH3:22])=[O:5] |f:3.4.5.6|. Reported procedure: The best method known for preparing homogentisic acid appears to be that described in J. Biol. Chem. 179, 365 (1949), in which 1,4-dimethoxybenzene is reacted with acetyl chloride in the presence of aluminum chloride to give 2,5-dimethoxyacetophenone, the latter is reacted with sulphur in morpholine to give 2,5-dimethoxyphenylacetic acid, which on demethylation with hydrobromic acid gives homogentisic lactone, ring-opening of which gives the desired acid. Starting materials: NC1=C2N=C(N(C2=NC(=N1)OCCOC)CC=1C=C(C=CC1)CO)Br ((3-((6-amino-8-bromo-2-(2-methoxyethoxy)-9H-purin-9-yl)methyl)phenyl)methanol), C[O-].[Na+] (sodium methoxide). Run in CO (methanol). Run at temperature 70 celsius. Product: NC1=C2N=C(N(C2=NC(=N1)OCCOC)CC=1C=C(C=CC1)CO)OC ((3-((6-amino-8-methoxy-2-(2-methoxyethoxy)-9H-purin-9-yl)methyl)phenyl)methanol). The yield is 76.6%. As a reaction SMILES: [NH2:1][C:2]1[N:10]=[C:9]([O:11][CH2:12][CH2:13][O:14][CH3:15])[N:8]=[C:7]2[C:3]=1[N:4]=[C:5](Br)[N:6]2[CH2:16][C:17]1[CH:18]=[C:19]([CH2:23][OH:24])[CH:20]=[CH:21][CH:22]=1.[CH3:26][O-:27].[Na+]>CO>[NH2:1][C:2]1[N:10]=[C:9]([O:11][CH2:12][CH2:13][O:14][CH3:15])[N:8]=[C:7]2[C:3]=1[N:4]=[C:5]([O:27][CH3:26])[N:6]2[CH2:16][C:17]1[CH:18]=[C:19]([CH2:23][OH:24])[CH:20]=[CH:21][CH:22]=1 |f:1.2|. Procedure: To a solution of Compound (6) (1.53 g, 3.74 mmol) in methanol (40 mL) was slowly added sodium methoxide (4.04 g, 74.85 mmol). The reaction mixture was heated to 70° C. for 5 hours, at which time Dowex (H+) resin was added to quench any remaining methoxide. The resin was filtered off and the solvent was evaporated. Salts were removed by partition between water and dichloromethane, and the combined organic layers were dried over magnesium sulfate and evaporated to dryness giving 1.03 g (76%) of Co... The reactants are Cl.C(C)(=O)C1=CC2=C(S1)CCCC2N (2-acetyl-4,5,6,7-tetrahydrobenzo[b]thiophen-4-amine hydrochloride), [O-]C#N.[K+] (potassium cyanate). Run in O (water), O (water). Reaction conditions: temperature 70 celsius. Yields the product C(C)(=O)C1=CC2=C(S1)CCCC2NC(=O)N (2-acetyl-4,5,6,7-tetrahydrobenzo[b]thien-4-ylurea). RXN SMILES: Cl.[C:2]([C:5]1[S:9][C:8]2[CH2:10][CH2:11][CH2:12][CH:13]([NH2:14])[C:7]=2[CH:6]=1)(=[O:4])[CH3:3].[O-:15][C:16]#[N:17].[K+]>O>[C:2]([C:5]1[S:9][C:8]2[CH2:10][CH2:11][CH2:12][CH:13]([NH:14][C:16]([NH2:17])=[O:15])[C:7]=2[CH:6]=1)(=[O:4])[CH3:3] |f:0.1,2.3|. Reported procedure: A sample of 6.3 grams of 2-acetyl-4,5,6,7-tetrahydrobenzo[b]thiophen-4-amine hydrochloride is dissolved in 35 ml. of water and cooled to 15° C. A solution of 2.64 grams of potassium cyanate in 35 ml. of water is added, and after 0.5 hour the mixture is heated at 70° C. for about 40 minutes. The mixture is cooled, and the solid is collected and washed with water. On drying, 5.55 grams, melting point 218° C. to 220° C., of 2-acetyl-4,5,6,7-tetrahydrobenzo[b]thien-4-ylurea is obtained. The reactants are OC1=CC2=C(C=C3C(C(=CNC3=C2)C#N)=O)C=C1OC (8-hydroxy-7-methoxy-4-oxo-1,4-dihydrobenzo[g]quinoline-3-carbonitrile), P(=O)(Cl)(Cl)Cl (phosphorus oxychloride). The solvent is C1(=CC=CC=C1)C (toluene), C1(=CC=CC=C1)C (Toluene). The product is ClC1=C(C=NC2=CC3=C(C=C12)C=C(C(=C3)O)OC)C#N (4-chloro-8-hydroxy-7-methoxybenzo[g]quinoline-3-carbonitrile). RXN SMILES: [OH:1][C:2]1[C:18]([O:19][CH3:20])=[CH:17][C:5]2[CH:6]=[C:7]3[C:12](=[CH:13][C:4]=2[CH:3]=1)[NH:11][CH:10]=[C:9]([C:14]#[N:15])[C:8]3=O.P(Cl)(Cl)([Cl:23])=O>C1(C)C=CC=CC=1>[Cl:23][C:8]1[C:7]2[C:12](=[CH:13][C:4]3[CH:3]=[C:2]([OH:1])[C:18]([O:19][CH3:20])=[CH:17][C:5]=3[CH:6]=2)[N:11]=[CH:10][C:9]=1[C:14]#[N:15]. Reported procedure: A mixture of 3.0 g (11.3 mmol) of 8-hydroxy-7-methoxy-4-oxo-1,4-dihydrobenzo[g]quinoline-3-carbonitrile and 20.0 mL of phosphorus oxychloride is heated under reflux for 0.5 hour, then is cooled to room temperature. Excess phosphorus oxychloride is evaporated to yield a residue, to which toluene is added and the resulting solution is reduced in vacuo. Toluene is added and evaporated twice more. The resulting residue is cooled with ice bath, neutralized with cold saturated solution of sodium bicar... Reactants: CC(C)O, ClCCl, Oc1ccnc(C(F)(F)F)n1, O=P(Cl)(Cl)Cl. Product: FC(F)(F)c1nccc(Cl)n1. As a reaction SMILES: [CH:20]([OH:21])([CH3:22])[CH3:23].[Cl:17][CH2:18][Cl:19].[F:1][C:2]([c:3]1[n:4][cH:5][cH:6][c:7]([OH:9])[n:8]1)([F:10])[F:11].[P:12]([Cl:13])([Cl:14])([Cl:15])=[O:16]>>[F:1][C:2]([c:3]1[n:4][cH:5][cH:6][c:7]([Cl:14])[n:8]1)([F:10])[F:11]. Reactants: CS(C)=O, CCN(C(C)C)C(C)C, O, c1ccc(-c2nsc(N3CCNCC3)n2)cc1, O=C(Nc1nnn[nH]1)OCC(Cl)(Cl)Cl. The product is O=C(Nc1nnn[nH]1)N1CCN(c2nc(-c3ccccc3)ns2)CC1. As a reaction SMILES: [CH3:42][S:43]([CH3:44])=[O:45].[CH:32]([N:33]([CH:34]([CH3:35])[CH3:36])[CH2:37][CH3:38])([CH3:39])[CH3:40].[OH2:41].[c:15]1(-[c:21]2[n:22][s:23][c:24]([N:26]3[CH2:27][CH2:28][NH:29][CH2:30][CH2:31]3)[n:25]2)[cH:16][cH:17][cH:18][cH:19][cH:20]1.[nH:1]1[n:2][n:3][n:4][c:5]1[NH:6][C:7]([O:8][CH2:9][C:10]([Cl:11])([Cl:12])[Cl:13])=[O:14]>>[nH:1]1[n:2][n:3][n:4][c:5]1[NH:6][C:7](=[O:14])[N:29]1[CH2:28][CH2:27][N:26]([c:24]2[s:23][n:22][c:21](-[c:15]3[cH:16][cH:17][cH:18][cH:19][cH:20]3)[n:25]2)[CH2:31][CH2:30]1. Starting materials: CCCCN(C)C(=O)c1ccc(Br)cc1S(=O)(=O)C(C)C, CC(C)S(=O)(=O)c1cc(Br)ccc1C(=O)O, CNC. Yields the product CC(C)S(=O)(=O)c1cc(Br)ccc1C(=O)N(C)C. RXN SMILES: [Br:1][c:2]1[cH:3][c:4]([S:16](=[O:17])(=[O:18])[CH:19]([CH3:20])[CH3:21])[c:5]([C:6](=[O:7])[N:8]([CH3:9])[CH2:10][CH2:11][CH2:12][CH3:13])[cH:14][cH:15]1.[Br:22][c:23]1[cH:24][cH:25][c:26]([C:27]([OH:28])=[O:29])[c:30]([S:31]([CH:32]([CH3:33])[CH3:34])(=[O:35])=[O:36])[cH:37]1.[CH3:38][NH:39][CH3:40]>>[Br:1][c:2]1[cH:3][c:4]([S:16](=[O:17])(=[O:18])[CH:19]([CH3:20])[CH3:21])[c:5]([C:6](=[O:7])[N:8]([CH3:9])[CH3:10])[cH:14][cH:15]1. Starting materials: COC=1C=C(C(=O)O)C=C(C1OC)OC (3,4,5-trimethoxybenzoic acid), C(C)O (ethanol), N,N'-carbonyldiimidazole, NC1=NC2=NC(=CC=C2C=C1)Cl (2-amino-7-chloro-1,8-naphthyridine). The solvent is O (water). Conditions: temperature 4 celsius. Yields the product ClC1=CC=C2C=CC(=NC2=N1)NC(C1=CC(=C(C(=C1)OC)OC)OC)=O (N-(7-Chloro-1,8-naphthyridin-2-yl)-3,4,5-trimethoxybenzamide). Isolated yield 44.3%. As a reaction SMILES: [CH3:1][O:2][C:3]1[CH:4]=[C:5]([CH:9]=[C:10]([O:14][CH3:15])[C:11]=1[O:12][CH3:13])[C:6]([OH:8])=O.[NH2:16][C:17]1[CH:26]=[CH:25][C:24]2[C:19](=[N:20][C:21]([Cl:27])=[CH:22][CH:23]=2)[N:18]=1.C(O)C>O>[Cl:27][C:21]1[N:20]=[C:19]2[C:24]([CH:25]=[CH:26][C:17]([NH:16][C:6](=[O:8])[C:5]3[CH:9]=[C:10]([O:14][CH3:15])[C:11]([O:12][CH3:13])=[C:3]([O:2][CH3:1])[CH:4]=3)=[N:18]2)=[CH:23][CH:22]=1. Procedure details: The procedure is analogous to that described in Example 1, but starting with 3,4,5-trimethoxybenzoic acid (17 g), N,N'-carbonyldiimidazole (13 g) and 2-amino-7-chloro-1,8-naphthyridine (8.9 g). The product obtained by precipitation in water (10.3 g; m.p. 90° C.) is dissolved in boiling ethanol (500 cc). After cooling for 4 hours at 4° C., the crystallized solid is separated by filtration, washed with ethanol (20 cc) and dried at 40° C. under reduced pressure (0.07 kPa). N-(7-Chloro-1,8-naphthyri... Starting materials: FC1=CC=C(C=C1)C(C)=O (4′-fluoro-acetophenone), tertiary alcohol, C(CCC)[Li] (n-butyllithium), BrC1=CC(=CC=C1)Br (1,3-dibromobenzene). Solvent: O1CCCC1 (tetrahydrofuran), O1CCCC1 (tetrahydrofuran). Reaction conditions: temperature -78 celsius, time 30 minute. Yields the product BrC1=CC(=CC=C1)C(=C)C1=CC=C(C=C1)F (1-Bromo-3-[1-(4-fluorophenyl)-vinyl]-benzene), liquid. Isolated yield 73.0%. As a reaction SMILES: C([Li])CCC.Br[C:7]1[CH:12]=[CH:11][CH:10]=[C:9]([Br:13])[CH:8]=1.[F:14][C:15]1[CH:20]=[CH:19][C:18]([C:21](=O)[CH3:22])=[CH:17][CH:16]=1>O1CCCC1>[Br:13][C:9]1[CH:10]=[CH:11][CH:12]=[C:7]([C:21]([C:18]2[CH:19]=[CH:20][C:15]([F:14])=[CH:16][CH:17]=2)=[CH2:22])[CH:8]=1. Procedure: A solution of n-butyllithium (1.6 M in hexane, 21 mL, 33.5 mmol, 1.16 eq.) was added dropwise over 20 min to a solution of 1,3-dibromobenzene (3.8 mL, 31.8 mmol, 1.1 eq) in 30 mL of dry tetrahydrofuran at −78° C. and under an inert atmosphere. The white suspension formed was stirred at −78° C. for 30 min. A solution of 4′-fluoro-acetophenone (3.5 mL, 28.9 mmol, 1.0 eq.) in 20 mL of tetrahydrofuran was then added dropwise and the reaction stirred for 1 h. The reaction mixture was examined by LC-M...